This data is from the Open Reaction Database (ORD), a public repository of structured organic reaction records. The task is: describe an organic reaction: reactants, conditions, products, and yield Reactants: quartz, C1=CCCC=CCC1 (1,5-cyclooctadiene), CC(C)O (2-propanol). Reagents/catalysts: [C-]#[O+].[C-]#[O+].[C-]#[O+].[C-]#[O+].[C-]#[O+].[C-]#[O+].[C-]#[O+].[C-]#[O+].[C-]#[O+].[C-]#[O+].[C-]#[O+].[C-]#[O+].[Rh].[Rh].[Rh].[Rh] (tetrarhodiumdodecacarbonyl). The solvent is CC(=O)C (acetone). Conditions: time 10 minute. The product is C1=CCCCCCC1 (Cyclooctene), C1CCCCCCC1 (cyclooctane). As a reaction SMILES: [CH:1]1[CH2:8][CH2:7][CH:6]=[CH:5][CH2:4][CH2:3][CH:2]=1.CC(O)C>[C-]#[O+].[C-]#[O+].[C-]#[O+].[C-]#[O+].[C-]#[O+].[C-]#[O+].[C-]#[O+].[C-]#[O+].[C-]#[O+].[C-]#[O+].[C-]#[O+].[C-]#[O+].[Rh].[Rh].[Rh].[Rh].CC(C)=O>[CH:1]1[CH2:8][CH2:7][CH2:6][CH2:5][CH2:4][CH2:3][CH:2]=1.[CH2:1]1[CH2:8][CH2:7][CH2:6][CH2:5][CH2:4][CH2:3][CH2:2]1 |f:2.3.4.5.6.7.8.9.10.11.12.13.14.15.16.17|. Procedure: 0.3 ml of 1,5-cyclooctadiene, 32 ml of 2-propanol, 8 ml of acetone and 3 mg of tetrarhodiumdodecacarbonyl [Rh4 (CO)12 ] were fed into a 40-ml quartz cell fitted with a gas buret connected thereto. Nitrogen gas was bubbled through the contents under stirring for 10 minutes and thereafter, the irradiation of the cell with light was started. The stirring was conducted with a magnetic stirrer. The reaction cell was put in a quartz-window thermostatic chamber to keep the reaction temperature at 20° C... The reactants are C1CCOC1, CO, Cc1ccccc1, Cn1nccc1C(=O)c1ccccc1. Product: Cn1nccc1C(O)c1ccccc1. As a reaction SMILES: [CH2:1]1[O:2][CH2:3][CH2:4][CH2:5]1.[CH3:20][OH:21].[CH3:22][c:23]1[cH:24][cH:25][cH:26][cH:27][cH:28]1.[c:6]1([C:12](=[O:13])[c:14]2[cH:15][cH:16][n:17][n:18]2[CH3:19])[cH:7][cH:8][cH:9][cH:10][cH:11]1>>[c:6]1([CH:12]([OH:13])[c:14]2[cH:15][cH:16][n:17][n:18]2[CH3:19])[cH:7][cH:8][cH:9][cH:10][cH:11]1. Reactants: O=C1OC(C2=CC=CC=C12)CC(=O)O ((3-oxo-1,3-dihydro-isobenzofuran-1-yl)-acetic acid), [NH4+].[OH-] (NH4OH). The solvent is S(=O)(Cl)Cl (thionyl chloride), C(Cl)Cl (CH2Cl2). Yields the product O=C1OC(C2=C1C=CC=C2)CC(=O)N (2-(3-oxo-1,3-dihydro-2-benzofuran-1-yl)acetamide). Reaction SMILES: [O:1]=[C:2]1[C:10]2[C:5](=[CH:6][CH:7]=[CH:8][CH:9]=2)[CH:4]([CH2:11][C:12]([OH:14])=O)[O:3]1.[NH4+:15].[OH-]>S(Cl)(Cl)=O.C(Cl)Cl>[O:1]=[C:2]1[C:10]2[CH:9]=[CH:8][CH:7]=[CH:6][C:5]=2[CH:4]([CH2:11][C:12]([NH2:15])=[O:14])[O:3]1 |f:1.2|. Procedure details: A solution of (3-oxo-1,3-dihydro-isobenzofuran-1-yl)-acetic acid (5.0 g, 26 mmol) in thionyl chloride (10 ml) was heated at 75° C. for 15 minutes. The excess thionyl chloride was removed under vacuum to give a red oil. The red oil was dissolved in CH2Cl2 (10 ml) and then the solution was slowly added to concentrated NH4OH (40 ml) at 0° C. The resultant solid was filtered and washed with water and hexane, followed by addition of toluene. Removal of the solvent led to 2-(3-oxo-1,3-dihydro-2-benzof... Starting materials: C1(CCCC1)C[C@@H](C(=O)N1N(CC[C@H]1C(=O)NC1=[N+](C=CC=C1)[O-])C(=O)OCC1=CC=CC=C1)CN(OCC1=CC=CC=C1)C=O (phenylmethyl (3S)-2-[(2R)-3-cyclopentyl-2-({formyl[(phenylmethyl)oxy]amino}methyl)propanoyl]-3-{[(1-oxido-2-pyridinyl)amino]carbonyl}-1-pyrazolidine carboxylate). The reagents and catalysts are [Pd] (palladium on carbon). Run in CO (methanol). Run at time 72 hour. Product: C1(CCCC1)C[C@@H](C(=O)N1NCC[C@H]1C(=O)NC1=[N+](C=CC=C1)[O-])CN(O)C=O ((3S)-2-((2R)-3-cyclopentyl-2-{[formyl(hydroxy)amino]methyl}propanoyl)-N-(1-oxido-2-pyridinyl)-3-pyrazolidinecarboxamide). Yield: 51.5%. As a reaction SMILES: [CH:1]1([CH2:6][C@H:7]([CH2:35][N:36]([CH:45]=[O:46])[O:37]CC2C=CC=CC=2)[C:8]([N:10]2[C@H:14]([C:15]([NH:17][C:18]3[CH:23]=[CH:22][CH:21]=[CH:20][N+:19]=3[O-:24])=[O:16])[CH2:13][CH2:12][N:11]2C(OCC2C=CC=CC=2)=O)=[O:9])[CH2:5][CH2:4][CH2:3][CH2:2]1>CO.[Pd]>[CH:1]1([CH2:6][C@H:7]([CH2:35][N:36]([CH:45]=[O:46])[OH:37])[C:8]([N:10]2[C@H:14]([C:15]([NH:17][C:18]3[CH:23]=[CH:22][CH:21]=[CH:20][N+:19]=3[O-:24])=[O:16])[CH2:13][CH2:12][NH:11]2)=[O:9])[CH2:2][CH2:3][CH2:4][CH2:5]1. Procedure: To a solution of phenylmethyl (3S)-2-[(2R)-3-cyclopentyl-2-({formyl[(phenylmethyl)oxy]amino}methyl)propanoyl]-3-{[(1-oxido-2-pyridinyl)amino]carbonyl}-1-pyrazolidine carboxylate (105 mg, 0.167 mmol) in methanol (10 ml) was added 10% palladium on carbon (17.75 mg, 0.017 mmol). The mixture was hydrogenated under balloon pressure for 72 h and then filtered. The mixture was purified by reverse-phase HPLC to yield (3S)-2-((2R)-3-cyclopentyl-2-{[formyl(hydroxy)amino]methyl}propanoyl)-N-(1-oxido-2-pyri...